This data is from the Open Reaction Database (ORD), a public repository of structured organic reaction records. The task is: describe an organic reaction: reactants, conditions, products, and yield Starting materials: OC1=CC=NC=2N1N=C(N2)C(=O)OC (7-hydroxy-2-methoxycarbonyl-s-triazolo[1,5-a]pyrimidine), CN(C1=CC=CC=C1)C (N,N-dimethylaniline), P(=O)(Cl)(Cl)Cl (phosphorus oxychloride). Yields the product ClC1=CC=NC=2N1N=C(N2)C(=O)OC (7-chloro-2-methoxycarbonyl-s-triazolo[1,5-a]pyrimidine). The yield is 60.1%. RXN SMILES: O[C:2]1[N:7]2[N:8]=[C:9]([C:11]([O:13][CH3:14])=[O:12])[N:10]=[C:6]2[N:5]=[CH:4][CH:3]=1.CN(C)C1C=CC=CC=1.P(Cl)(Cl)([Cl:26])=O>>[Cl:26][C:2]1[N:7]2[N:8]=[C:9]([C:11]([O:13][CH3:14])=[O:12])[N:10]=[C:6]2[N:5]=[CH:4][CH:3]=1. Reported procedure: To a suspension of the product obtained in Step 1 (35 g) in 400 ml phosphorus oxychloride 24 g of N,N-dimethylaniline was dropwise added at room temperature. The mixture was refluxed for two hours, excess phosphorus oxychloride was removed by distillation under normal pressure, and the reddish brown oil left was dissolved in 1.5 liters of chloroform. This solution was slowly poured into 800 ml of ice-cooled saturated sodium bicarbonate solution, the chloroform layer was collected after thorough ... Starting materials: O=C(Cl)c1cccc(Br)c1, CC(C)(C)N, ClCCl. Product: CC(C)(C)NC(=O)c1cccc(Br)c1. Reaction SMILES: [Br:1][c:2]1[cH:3][c:4]([C:5](=[O:6])[Cl:7])[cH:8][cH:9][cH:10]1.[CH3:11][C:12]([CH3:13])([CH3:14])[NH2:15].[Cl:16][CH2:17][Cl:18]>>[Br:1][c:2]1[cH:3][c:4]([C:5](=[O:6])[NH:15][C:12]([CH3:11])([CH3:13])[CH3:14])[cH:8][cH:9][cH:10]1. Starting materials: C1CCOC1, CCC(C)(C)[Mg+], [Cl-], [Cl-], [NH4+], COC(=O)C(=O)C1CCCNN1Cc1ccccc1. Yields the product CCC(C)(C)C(=O)C(=O)C1CCCNN1Cc1ccccc1. Reaction SMILES: [CH2:29]1[O:30][CH2:31][CH2:32][CH2:33]1.[CH3:21][C:22]([CH2:23][CH3:24])([CH3:25])[Mg+:26].[Cl-:20].[Cl-:27].[NH4+:28].[O:1]=[C:2]([C:3]([O:5][CH3:4])=[O:6])[CH:7]1[N:8]([CH2:13][c:14]2[cH:15][cH:16][cH:17][cH:18][cH:19]2)[NH:9][CH2:10][CH2:11][CH2:12]1>>[O:1]=[C:2]([C:3](=[O:5])[C:22]([CH3:21])([CH2:23][CH3:24])[CH3:25])[CH:7]1[N:8]([CH2:13][c:14]2[cH:15][cH:16][cH:17][cH:18][cH:19]2)[NH:9][CH2:10][CH2:11][CH2:12]1. Reactants: Cl (HCl), COC1=C(OC2=C1C=CC=C2)C(=O)O (methoxybenzofuran-2-carboxylic acid), C1CCOC1 (THF), [Cl-].[NH4+] (ammonium chloride), [H-].C(C(C)C)[Al+]CC(C)C (diisobutylaluminium hydride). Reaction conditions: time 3 hour. The product is COC=1C=CC2=C(C=C(O2)CO)C1 (5-methoxy-2-hydroxymethylbenzofuran). The yield is 71.0%. As a reaction SMILES: CO[C:3]1[C:7]2[CH:8]=[CH:9][CH:10]=[CH:11][C:6]=2[O:5][C:4]=1[C:12]([OH:14])=O.[H-].C([Al+]CC(C)C)C(C)C.[Cl-].[NH4+].Cl.C1C[O:31][CH2:30]C1>>[CH3:30][O:31][C:9]1[CH:10]=[CH:11][C:6]2[O:5][C:4]([CH2:12][OH:14])=[CH:3][C:7]=2[CH:8]=1 |f:1.2,3.4|. Reported procedure: To a solution of 5 methoxybenzofuran-2-carboxylic acid (10.0 gm; 52 mmoles) in THF (300 mL) cooled at -78° C. was added diisobutylaluminium hydride (120 ml, 182 mmoles) via a syringe. The reaction mixture temperature was raised to room temperature and the solution was stirred for 3 hours. The mixture was poured into a saturated solution of ammonium chloride (500 ml) and stirred 15 minutes then was acidified with HCl 6N. This mixture was extracted with ethyl acetate (2×500 ml). The combined organ... Starting materials: Cc1ccc(C(=O)Nc2cccc(N(C)C)c2)cc1NC(=O)c1ccc(OCc2ccccc2)cc1, CO, O=C[O-], [NH4+]. Product: Cc1ccc(C(=O)Nc2cccc(N(C)C)c2)cc1NC(=O)c1ccc(O)cc1. Reaction SMILES: [CH2:1]([c:2]1[cH:3][cH:4][cH:5][cH:6][cH:7]1)[O:8][c:9]1[cH:10][cH:11][c:12]([C:13](=[O:14])[NH:15][c:16]2[cH:17][c:18]([C:19](=[O:20])[NH:21][c:22]3[cH:23][c:24]([N:28]([CH3:29])[CH3:30])[cH:25][cH:26][cH:27]3)[cH:31][cH:32][c:33]2[CH3:34])[cH:35][cH:36]1.[CH3:41][OH:42].[CH:37]([O-:38])=[O:39].[NH4+:40]>>[OH:8][c:9]1[cH:10][cH:11][c:12]([C:13](=[O:14])[NH:15][c:16]2[cH:17][c:18]([C:19](=[O:20])[NH:21][c:22]3[cH:23][c:24]([N:28]([CH3:29])[CH3:30])[cH:25][cH:26][cH:27]3)[cH:31][cH:32][c:33]2[CH3:34])[cH:35][cH:36]1.